This data is from the Open Reaction Database (ORD), a public repository of structured organic reaction records. The task is: describe an organic reaction: reactants, conditions, products, and yield Starting materials: [I-].[Na+] (sodium iodide), C([O-])([O-])=O.[Na+].[Na+] (sodium carbonate), ClC=1C=C2C(=CNC2=CC1)CCNC(C1=CC=C(C=C1)CCl)=O (N-(2-(5-chloro-1H-indol-3-yl)ethyl)-4-(chloromethyl)benzamide), B(C=1C=CC(=CC1)C)(O)O (p-tolylboronic acid). Reagents/catalysts: C=1C=CC(=CC1)[P](C=2C=CC=CC2)(C=3C=CC=CC3)[Pd]([P](C=4C=CC=CC4)(C=5C=CC=CC5)C=6C=CC=CC6)([P](C=7C=CC=CC7)(C=8C=CC=CC8)C=9C=CC=CC9)[P](C=1C=CC=CC1)(C=1C=CC=CC1)C=1C=CC=CC1 (tetrakis(triphenylphosphine)palladium(0)). Solvent: O (water), C(OC)COC (dimethoxyethane). Product: eluent, ClC=1C=C2C(=CNC2=CC1)CCNC(C1=CC=C(C=C1)CC1=CC=C(C=C1)C)=O (N-(2-(5-Chloro-1H-indol-3-yl)ethyl)-4-(4-methylbenzyl)benzamide). Isolated yield 49.9%. As a reaction SMILES: [Cl:1][C:2]1[CH:3]=[C:4]2[C:8](=[CH:9][CH:10]=1)[NH:7][CH:6]=[C:5]2[CH2:11][CH2:12][NH:13][C:14](=[O:23])[C:15]1[CH:20]=[CH:19][C:18]([CH2:21]Cl)=[CH:17][CH:16]=1.B(O)(O)[C:25]1[CH:26]=[CH:27][C:28]([CH3:31])=[CH:29][CH:30]=1.C(=O)([O-])[O-].[Na+].[Na+].[I-].[Na+]>C(COC)OC.O.C1C=CC([P]([Pd]([P](C2C=CC=CC=2)(C2C=CC=CC=2)C2C=CC=CC=2)([P](C2C=CC=CC=2)(C2C=CC=CC=2)C2C=CC=CC=2)[P](C2C=CC=CC=2)(C2C=CC=CC=2)C2C=CC=CC=2)(C2C=CC=CC=2)C2C=CC=CC=2)=CC=1>[Cl:1][C:2]1[CH:3]=[C:4]2[C:8](=[CH:9][CH:10]=1)[NH:7][CH:6]=[C:5]2[CH2:11][CH2:12][NH:13][C:14](=[O:23])[C:15]1[CH:20]=[CH:19][C:18]([CH2:21][C:25]2[CH:30]=[CH:29][C:28]([CH3:31])=[CH:27][CH:26]=2)=[CH:17][CH:16]=1 |f:2.3.4,5.6,^1:52,54,73,92|. Reported procedure: N-(2-(5-Chloro-1H-indol-3-yl)ethyl)-4-(4-methylbenzyl)benzamide was prepared according to method B with N-(2-(5-chloro-1H-indol-3-yl)ethyl)-4-(chloromethyl)benzamide (0.071 g; 0.204 mmol), p-tolylboronic acid (0.029 g; 0.217 mmol), tetrakis(triphenylphosphine)palladium(0) (0.012 g; 0.011 mmol), sodium carbonate (0.045 g; 0.423 mmol), sodium iodide (0.064 g; 0.423 mmol), in dimethoxyethane (3 mL) and water (1 mL), irradiated in a microwave oven at 130° C. for 15 minutes. Flash chromatography on s... Reactants: C(CC(=O)C)(=O)OC (methyl acetoacetate), C1(=CC=CC=C1)CCC(=O)C1=CC=CC=C1 (3-phenylpropiophenone), [H-].[Na+] (NaH), C(CCC)[Li] (n-butyl lithium). Run in CCCCCC (hexane), O1CCCC1 (tetrahydrofuran). Product: C1(=CC=CC=C1)C1(CC=CC(O1)=O)CCC1=CC=CC=C1 (5,6-Dihydro-6-phenyl-6-(2-phenylethyl)-2H-pyran-2-one). RXN SMILES: [C:1](OC)(=[O:6])[CH2:2][C:3]([CH3:5])=O.[H-].[Na+].C([Li])CCC.[C:16]1([CH2:22][CH2:23][C:24]([C:26]2[CH:31]=[CH:30][CH:29]=[CH:28][CH:27]=2)=[O:25])[CH:21]=[CH:20][CH:19]=[CH:18][CH:17]=1>CCCCCC.O1CCCC1>[C:26]1([C:24]2([CH2:23][CH2:22][C:16]3[CH:17]=[CH:18][CH:19]=[CH:20][CH:21]=3)[O:25][C:1](=[O:6])[CH:2]=[CH:3][CH2:5]2)[CH:31]=[CH:30][CH:29]=[CH:28][CH:27]=1 |f:1.2|. Procedure details: The title compound was prepared as described in General Method 1 using 25 mmol of methyl acetoacetate, 27.5 mmol of NaH 60% dispersion in oil, 26.25 mmol of 1.6M n-butyl lithium in hexane, 25 mmol of 3-phenylpropiophenone and 70 mL of tetrahydrofuran. Upon concentrating the reaction a solid precipitated out which was triturated with ether and filtered (m.p. 130°-130.55,° C.). 1H NMR (CDCl3) δ 2.2-2.4 (m, 2 H), 2.4-2.6 (m, 1 H), 2.6-2.8 (m, 1 H), 2.9 (d, 1 H), 3.0 (d, 1 H), 3.3 (d, 1 H), 3.4 (d, ...